From a dataset of the Open Reaction Database (ORD), a public repository of structured organic reaction records. describe an organic reaction: reactants, conditions, products, and yield Starting materials: C(CC)N(C1CC2=C(C=CC=C2CC1)C(C=CN(C)C)=O)CCC (2-Di-n-propylamino-8-(1-oxo-3-(dimethylamino)-prop-2-enyl)-1,2,3,4-tetrahydronaphthalene), NC(=N)N (guanidine). The solvent is C(C)O (ethanol). Reaction conditions: temperature 60 celsius, time 18 hour. Product: C(CC)N(C1CC2=C(C=CC=C2CC1)C1=NC(=NC=C1)N)CCC (2-Di-n-propylamino-8-(2-aminopyrimidin-4-yl)-1,2,3,4-tetrahydronaphthalene). As a reaction SMILES: [CH2:1]([N:4]([CH2:22][CH2:23][CH3:24])[CH:5]1[CH2:14][CH2:13][C:12]2[C:7](=[C:8]([C:15](=O)[CH:16]=[CH:17]N(C)C)[CH:9]=[CH:10][CH:11]=2)[CH2:6]1)[CH2:2][CH3:3].[NH2:25][C:26]([NH2:28])=[NH:27]>C(O)C>[CH2:22]([N:4]([CH2:1][CH2:2][CH3:3])[CH:5]1[CH2:14][CH2:13][C:12]2[C:7](=[C:8]([C:15]3[CH:16]=[CH:17][N:25]=[C:26]([NH2:28])[N:27]=3)[CH:9]=[CH:10][CH:11]=2)[CH2:6]1)[CH2:23][CH3:24]. Procedure: 2-Di-n-propylamino-8-(1-oxo-3-(dimethylamino)-prop-2-enyl)-1,2,3,4-tetrahydronaphthalene, prepared as in Example 8 (0.18 g; 0.55 mmol) was dissolved in 3 ml of ethanol. To the mixture was added 0.07 g (1.1 mmol) of guanidine, and the mixture was stirred at 60° C. under nitrogen for 18 hours. The mixture then was cooled to room temperature during which a crystalline solid formed. The crystals were filtered, washed with isopropyl alcohol, ether, and dried in vacuo to give 70 mg of the title compou... Starting materials: CC=1C=C(C=CC1)CC(=O)O (3-methylphenylacetic acid), BrN1C(CCC1=O)=O (N-bromosuccinimide). The reagents and catalysts are N(=NC(C#N)(C)C)C(C#N)(C)C (2,2′-azobisisobutyronitrile). Solvent: ClC(Cl)(Cl)Cl (tetrachloro methane). The product is BrCC=1C=C(C=CC1)CC(=O)O (3-Bromomethylphenylacetic Acid). Yield: 31.0%. RXN SMILES: [CH3:1][C:2]1[CH:3]=[C:4]([CH2:8][C:9]([OH:11])=[O:10])[CH:5]=[CH:6][CH:7]=1.[Br:12]N1C(=O)CCC1=O>ClC(Cl)(Cl)Cl.N(C(C)(C)C#N)=NC(C)(C)C#N>[Br:12][CH2:1][C:2]1[CH:3]=[C:4]([CH2:8][C:9]([OH:11])=[O:10])[CH:5]=[CH:6][CH:7]=1. Procedure: To a solution of 3-methylphenylacetic acid (125 g) in tetrachloro methane (1660 ml), N-bromosuccinimide (148 g) and 2,2′-azobisisobutyronitrile (AIBN; 1.37 g) were added. The mixture was refluxed with heating. After termination of reaction, the solution was cooled with ice. The white precipitate was filtered by glass-filter. The filtrate was washed by tetrachloro methane. The filtrate together with washing liquid was concentrated. The obtained residue was dissolved into ethyl acetate. Thereto, h... The reactants are FC(C1=C(C=CC=C1)C1=CC=CC=2CN(CCOC21)C(=O)OC(C)(C)C)(F)F (tert-butyl 9-[2-(trifluoromethyl)phenyl]-2,3-dihydro-1,4-benzoxazepine-4(5H)-carboxylate), C(C)(=O)OCC.Cl (hydrogen chloride-ethyl acetate). The solvent is C(C)(=O)OCC (ethyl acetate). Run at time 1 hour. Yields the product Cl.FC(C1=C(C=CC=C1)C1=CC=CC=2CNCCOC21)(F)F (9-[2-(trifluoromethyl)phenyl]-2,3,4,5-tetrahydro-1,4-benzoxazepine hydrochloride). The yield is 86.2%. As a reaction SMILES: [F:1][C:2]([F:28])([F:27])[C:3]1[CH:8]=[CH:7][CH:6]=[CH:5][C:4]=1[C:9]1[C:19]2[O:18][CH2:17][CH2:16][N:15](C(OC(C)(C)C)=O)[CH2:14][C:13]=2[CH:12]=[CH:11][CH:10]=1.C(OCC)(=O)C.[ClH:35]>C(OCC)(=O)C>[ClH:35].[F:27][C:2]([F:1])([F:28])[C:3]1[CH:8]=[CH:7][CH:6]=[CH:5][C:4]=1[C:9]1[C:19]2[O:18][CH2:17][CH2:16][NH:15][CH2:14][C:13]=2[CH:12]=[CH:11][CH:10]=1 |f:1.2,4.5|. Reported procedure: A mixture of tert-butyl 9-[2-(trifluoromethyl)phenyl]-2,3-dihydro-1,4-benzoxazepine-4(5H)-carboxylate (200 mg, 0.508 mmol), ethyl acetate (1 ml) and 4N hydrogen chloride-ethyl acetate solution (4 ml) was stirred for 1 hr at room temperature, and the solvent was evaporated under reduced pressure. The residue was recrystallized from a mixed solvent of methanol and ether to give the desired product (144 mg, 86.2%) as a solid. The reactants are [Li]CCCC, C1CCOC1, CN(C)CCN(C)CCN(C)C, COc1ccc(F)cc1, O=Cc1ccncc1. Yields the product COc1ccc(F)c(C(O)c2ccncc2)c1. RXN SMILES: [CH2:1]([Li:2])[CH2:3][CH2:4][CH3:5].[CH2:35]1[O:36][CH2:37][CH2:38][CH2:39]1.[CH3:6][N:7]([CH2:8][CH2:9][N:10]([CH2:11][CH2:12][N:13]([CH3:14])[CH3:15])[CH3:16])[CH3:17].[F:18][c:19]1[cH:20][cH:21][c:22]([O:25][CH3:26])[cH:23][cH:24]1.[n:27]1[cH:28][cH:29][c:30]([CH:33]=[O:34])[cH:31][cH:32]1>>[F:18][c:19]1[c:20]([CH:33]([c:30]2[cH:29][cH:28][n:27][cH:32][cH:31]2)[OH:34])[cH:21][c:22]([O:25][CH3:26])[cH:23][cH:24]1. Starting materials: Cl, Cl, Nc1nc(-c2cccc([N+](=O)[O-])c2)cs1, Cc1ccc(S(=O)(=O)Cl)cc1, c1ccncc1. Product: Cc1ccc(S(=O)(=O)Nc2nc(-c3cccc([N+](=O)[O-])c3)cs2)cc1. As a reaction SMILES: [ClH:1].[ClH:28].[N+:2](=[O:3])([O-:4])[c:5]1[cH:6][c:7](-[c:11]2[n:12][c:13]([NH2:16])[s:14][cH:15]2)[cH:8][cH:9][cH:10]1.[c:17]1([CH3:27])[cH:18][cH:19][c:20]([S:23](=[O:24])(=[O:25])[Cl:26])[cH:21][cH:22]1.[cH:29]1[cH:30][cH:31][n:32][cH:33][cH:34]1>>[N+:2](=[O:3])([O-:4])[c:5]1[cH:6][c:7](-[c:11]2[n:12][c:13]([NH:16][S:23]([c:20]3[cH:19][cH:18][c:17]([CH3:27])[cH:22][cH:21]3)(=[O:24])=[O:25])[s:14][cH:15]2)[cH:8][cH:9][cH:10]1. Starting materials: [Cl-].C(CCC)[N+]1(CCCC1)C (1-butyl-1-methylpyrrolidinium chloride), S(=O)(OC)OC (dimethyl sulfite). Reaction conditions: temperature 112.5 celsius, time 48 hour. Product: CS(=O)(=O)[O-].C(CCC)[N+]1(CCCC1)C (1-butyl-1-methylpyrrolidinium methanesulfonate). Isolated yield 199.3%. Reaction SMILES: [Cl-].[CH2:2]([N+:6]1([CH3:11])[CH2:10][CH2:9][CH2:8][CH2:7]1)[CH2:3][CH2:4][CH3:5].[S:12]([O:16]C)([O:14]C)=[O:13]>>[CH3:2][S:12]([O-:16])(=[O:14])=[O:13].[CH2:2]([N+:6]1([CH3:11])[CH2:10][CH2:9][CH2:8][CH2:7]1)[CH2:3][CH2:4][CH3:5] |f:0.1,3.4|. Procedure details: A mixture of 11.20 g (63.0 mmol) of 1-butyl-1-methylpyrrolidinium chloride and 13.0 g (118.0 mmol) of dimethyl sulfite is stirred at 110-115° C. (temperature of the oil bath) for 48 hours under an inert-gas atmosphere (nitrogen) in a sealed reaction vessel with pressure valve for 1-1.5 bar above atmospheric pressure. The end of the reaction is determined by NMR measurement. The product is pumped off over the course of 5 hours in vacuo at 13.3 Pa and 115° C. (temperature of the oil bath), giving ...